Dataset: the Open Reaction Database (ORD), a public repository of structured organic reaction records. Task: describe an organic reaction: reactants, conditions, products, and yield The reactants are C(C1=CC=CC=C1)OC1=CC=C2N3C(=C(C(=C13)C(=O)O)C(=O)O)C(=C2CC)C2=CC=C(C=C2)OCC2=CC=CC=C2 (7Benzyloxy-3-(4-benzyloxyphenyl)-4-ethylpyrrolo[2,1,5-cd]indolizine-1,2-dicarboxylic acid), C(C)(=O)OC(C)=O (Acetic acid anhydride). Solvent: N1=CC=CC=C1 (pyridine). Conditions: time 2 hour. Product: C(C1=CC=CC=C1)OC1=CC=C2N3C(=C4C(=C13)C(=O)OC4=O)C(=C2CC)C2=CC=C(C=C2)OCC2=CC=CC=C2 (7-Benzyloxy-3-(4-benzyloxyphenyl)-4-ethylpyrrolo[2,1,5-cd]indolizine-1,2-dicarboxylic acid anhydride). RXN SMILES: [CH2:1]([O:8][C:9]1[C:17]2[N:13]3[C:14]([C:24]([C:28]4[CH:33]=[CH:32][C:31]([O:34][CH2:35][C:36]5[CH:41]=[CH:40][CH:39]=[CH:38][CH:37]=5)=[CH:30][CH:29]=4)=[C:25]([CH2:26][CH3:27])[C:12]3=[CH:11][CH:10]=1)=C(C(O)=O)C=2C(O)=O)[C:2]1[CH:7]=[CH:6][CH:5]=[CH:4][CH:3]=1.[C:42]([O:45][C:46](=[O:48])[CH3:47])(=[O:44])[CH3:43]>N1C=CC=CC=1>[CH2:1]([O:8][C:9]1[C:17]2[N:13]3[C:14]([C:24]([C:28]4[CH:29]=[CH:30][C:31]([O:34][CH2:35][C:36]5[CH:41]=[CH:40][CH:39]=[CH:38][CH:37]=5)=[CH:32][CH:33]=4)=[C:25]([CH2:26][CH3:27])[C:12]3=[CH:11][CH:10]=1)=[C:47]1[C:46](=[O:48])[O:45][C:42](=[O:44])[C:43]1=2)[C:2]1[CH:3]=[CH:4][CH:5]=[CH:6][CH:7]=1. Reported procedure: 7Benzyloxy-3-(4-benzyloxyphenyl)-4-ethylpyrrolo[2,1,5-cd]indolizine-1,2-dicarboxylic acid (34.00 g, 60 mmol) was dissolved in 200 ml of pyridine under a nitrogen atmosphere. Acetic acid anhydride (8.8 ml, 90 mmol) was added and the mixture was stirred at room temperature for 21/2 hours. The reaction mixture was allowed to cool to room temperature and the product was filtered off, and washed with petroleum ether. This gave 25.63 g (81%) of the title compound as yellow crystals. M.p. 229-231° C. M... Reaction SMILES: [NH2:1][C:2]1[C:7]([NH2:8])=[CH:6][C:5]([N+:9]([O-:11])=[O:10])=[CH:4][N:3]=1.[F:12][C:13]1[CH:14]=[C:15]([CH:18]=[CH:19][C:20]=1[F:21])[CH:16]=O>[N+](C1C=CC=CC=1)([O-])=O>[F:12][C:13]1[CH:14]=[C:15]([C:16]2[NH:1][C:2]3=[N:3][CH:4]=[C:5]([N+:9]([O-:11])=[O:10])[CH:6]=[C:7]3[N:8]=2)[CH:18]=[CH:19][C:20]=1[F:21]. Procedure: 1.00 g 2,3-diamino-5-nitro-pyridine and 0.95 g 3,4-difluorobenzaldehyde were stirred in 60 ml nitrobenzene at 160° C. for 26 hrs. The solvent was removed under vacuum and the residue dissolved in 40 ml pyridine at 60° C. The solution was cooled in an ice bath. Precipitated product was isolated by filtration and dried to yield 0.5 g of the title product. The solvent is [N+](=O)([O-])C1=CC=CC=C1 (nitrobenzene). The product is FC=1C=C(C=CC1F)C1=NC=2C(=NC=C(C2)[N+](=O)[O-])N1 (2-(3,4-Difluoro-phenyl)-6-nitro-3H-imidazo[4,5-b]pyridine). Reactants: NC1=NC=C(C=C1N)[N+](=O)[O-] (2,3-diamino-5-nitro-pyridine), FC=1C=C(C=O)C=CC1F (3,4-difluorobenzaldehyde). The yield is 27.9%. The reactants are OO (hydrogen peroxide), COC1=C(C=CC(=C1)S(=O)C)C=1N=C2C(=CNNC2=O)N1 (2-(2-methoxy-4-methylsulfinyl-phenyl)-5H-imidazo[4,5-d]pyridazin-4-one), OO (hydrogen peroxide). Run in C(C)(=O)O (acetic acid). Conditions: time 55 minute. Product: COC1=C(C=CC(=C1)S(=O)(=O)C)C=1N=C2C(=CNNC2=O)N1 (2-(2-Methoxy-4-methylsulfonyl-phenyl)-5H-imidazo[4,5-d]pyridazin-4-one). As a reaction SMILES: [CH3:1][O:2][C:3]1[CH:8]=[C:7]([S:9]([CH3:11])=[O:10])[CH:6]=[CH:5][C:4]=1[C:12]1[N:13]=[C:14]2[C:19](=[O:20])[NH:18][NH:17][CH:16]=[C:15]2[N:21]=1.[OH:22]O>C(O)(=O)C>[CH3:1][O:2][C:3]1[CH:8]=[C:7]([S:9]([CH3:11])(=[O:22])=[O:10])[CH:6]=[CH:5][C:4]=1[C:12]1[N:13]=[C:14]2[C:19](=[O:20])[NH:18][NH:17][CH:16]=[C:15]2[N:21]=1. Reported procedure: A quantity of 0.07 gm of 2-(2-methoxy-4-methylsulfinyl-phenyl)-5H-imidazo[4,5-d]pyridazin-4-one is dissolved in 5 ml of glacial acetic acid, mixed with 0.05 ml of 30% hydrogen peroxide, and stirred first for 55 minutes at ambient temperature then for two hours at 40°-50° C., Then, a further 0.05 ml of hydrogen peroxide are added, and the mixture is heated for another hour. The product precipitated is subjected to suction filtration and washed with ether. Starting materials: COc1ccc(CCNC(C)=O)c(OC)c1OC, Cc1ccccc1, O=P(Cl)(Cl)Cl. The product is COc1cc2c(c(OC)c1OC)CCN=C2C. As a reaction SMILES: [CH3:1][O:2][c:3]1[c:4]([CH2:5][CH2:6][NH:7][C:8]([CH3:9])=[O:10])[cH:11][cH:12][c:13]([O:17][CH3:18])[c:14]1[O:15][CH3:16].[CH3:24][c:25]1[cH:26][cH:27][cH:28][cH:29][cH:30]1.[P:19]([Cl:20])([Cl:21])([Cl:22])=[O:23]>>[CH3:1][O:2][c:3]1[c:4]2[c:11]([cH:12][c:13]([O:17][CH3:18])[c:14]1[O:15][CH3:16])[C:8]([CH3:9])=[N:7][CH2:6][CH2:5]2. Starting materials: C(CC)(=O)O (propionic acid), C(C)(=O)[O-].[NH4+] (ammonium acetate), CS(=O)(=O)C1=C(N)C=CC(=C1)[N+](=O)[O-] (2-Methylsulphonyl-4-nitroaniline), C(CC)(=O)O (propionic acid), N(=O)[O-].[Na+] (sodium nitrite), diazonium, N1N=NC2=C1C=CC(=C2)NC(=O)C2=CC1=CC=CC=C1C=C2 (N-(benzotriazol-5-yl)naphth-2-amide). The solvent is C(C)(=O)O (acetic acid), C(C)(=O)O (acetic acid), S(O)(O)(=O)=O (sulphuric acid). Run at time 1 hour. Yields the product N1N=NC2=C1C=CC(=C2)NC(=O)C2=C(C1=CC=CC=C1C(=C2)N=NC2=C(C=C(C=C2)[N+](=O)[O-])S(=O)(=O)C)O (N-(benzotriazol-5-yl)-1-hydroxy-4-(2-methylsulphonyl-4-nitrophenylazo)naphth-2-amide). Reaction SMILES: [CH3:1][S:2]([C:5]1[CH:11]=[C:10]([N+:12]([O-:14])=[O:13])[CH:9]=[CH:8][C:6]=1[NH2:7])(=[O:4])=[O:3].C(O)(=O)CC.N([O-])=O.[Na+].[NH:24]1[C:28]2[CH:29]=[CH:30][C:31]([NH:33][C:34]([C:36]3C=C[C:43]4[C:38](=[CH:39][CH:40]=[CH:41][CH:42]=4)[CH:37]=3)=[O:35])=[CH:32][C:27]=2[N:26]=[N:25]1.[C:46]([O-:49])(=O)[CH3:47].[NH4+:50]>S(=O)(=O)(O)O.C(O)(=O)C>[NH:24]1[C:28]2[CH:29]=[CH:30][C:31]([NH:33][C:34]([C:36]3[CH:37]=[C:38]([N:50]=[N:7][C:6]4[CH:8]=[CH:9][C:10]([N+:12]([O-:14])=[O:13])=[CH:11][C:5]=4[S:2]([CH3:1])(=[O:4])=[O:3])[C:39]4[C:47](=[CH:43][CH:42]=[CH:41][CH:40]=4)[C:46]=3[OH:49])=[O:35])=[CH:32][C:27]=2[N:26]=[N:25]1 |f:2.3,5.6|. Procedure details: 2-Methylsulphonyl-4-nitroaniline (0.66 g) was diazotized in a mixture of 3:1 v/v glacial acetic acid:propionic acid (40 ml) by adding sodium nitrite (0.21 g) in concentrated sulphuric acid (2.5 ml) dropwise a 0° C. The resulting diazonium solution was added to N-(benzotriazol-5-yl)naphth-2-amide (1.0 g) dissolved in 3:1 v/v glacial acetic acid:propionic acid (100 ml) containing ammonium acetate (16.2 g) and the mixture was stirred at room temperature for one hour. The mixture was poured onto ice...